This data is from the Open Reaction Database (ORD), a public repository of structured organic reaction records. The task is: describe an organic reaction: reactants, conditions, products, and yield Starting materials: C(C)(C)(C)C=1N=C(SC1)C=1OC2=C(C1)C=C(C=C2)CN2C=C(C1=CC(=CC=C21)O)CC(=O)OC (methyl 1-{[2-(4-tert-butylthiazol-2-yl)benzofuran-5-yl]methyl}-5-hydroxyindole-3-acetate), C([O-])([O-])=O.[K+].[K+] (potassium carbonate), ice water. The solvent is CN(C=O)C (N,N-dimethylformamide). Reaction conditions: temperature 50 celsius, time 8 hour. The product is C(C1=CC=CC=C1)OC(=O)CCCOC=1C=C2C(=CN(C2=CC1)CC=1C=CC2=C(C=C(O2)C=2SC=C(N2)C(C)(C)C)C1)CC(=O)OC (methyl 5-[3-(benzyloxycarbonyl)propoxy]-1-{[2-(4-tert-butylthiazol-2-yl)benzofuran-5-yl]methyl}indole-3-acetate). The yield is 110.8%. RXN SMILES: [C:1]([C:5]1[N:6]=[C:7]([C:10]2[O:11][C:12]3[CH:18]=[CH:17][C:16]([CH2:19][N:20]4[C:28]5[C:23](=[CH:24][C:25]([OH:29])=[CH:26][CH:27]=5)[C:22]([CH2:30][C:31]([O:33][CH3:34])=[O:32])=[CH:21]4)=[CH:15][C:13]=3[CH:14]=2)[S:8][CH:9]=1)([CH3:4])([CH3:3])[CH3:2].[C:35](=[O:38])([O-])[O-:36].[K+].[K+]>CN(C)C=O>[CH2:14]([O:36][C:35]([CH2:2][CH2:1][CH2:3][O:29][C:25]1[CH:24]=[C:23]2[C:28](=[CH:27][CH:26]=1)[N:20]([CH2:19][C:16]1[CH:17]=[CH:18][C:12]3[O:11][C:10]([C:7]4[S:8][CH:9]=[C:5]([C:1]([CH3:4])([CH3:2])[CH3:3])[N:6]=4)=[CH:14][C:13]=3[CH:15]=1)[CH:21]=[C:22]2[CH2:30][C:31]([O:33][CH3:34])=[O:32])=[O:38])[C:13]1[CH:15]=[CH:16][CH:17]=[CH:18][CH:12]=1 |f:1.2.3|. Reported procedure: A mixture of methyl 1-{[2-(4-tert-butylthiazol-2-yl)benzofuran-5-yl]methyl}-5-hydroxyindole-3-acetate (0.474 g), benzyl 4-bromobutylate (0.34 g) and potassium carbonate (0.19 g) in N,N-dimethylformamide (5 ml) was stirred at 50° C. for 8 hours. After being cooled to room temperature, the mixture was poured into ice-water and extracted with ethyl acetate. The organic layer was washed with brine, dried over magnesium sulfate and concentrated under reduced pressure. The residue was subjected to col...